This data is from the Open Reaction Database (ORD), a public repository of structured organic reaction records. The task is: describe an organic reaction: reactants, conditions, products, and yield The reactants are NCCN1C=C2N(C(N(C(C2=C1C1=CC(=CC=C1)Cl)=O)C)=O)C (6-(2-Amino-ethyl)-5-(3-chloro-phenyl)-1,3-dimethyl-1,6-dihydro-pyrrolo[3,4-d]pyrimidine-2,4-dione), NCCN1C=C2N(C(N(C(C2=C1C1=CC(=CC=C1)Cl)=O)C)=O)C (6-(2-Amino-ethyl)-5-(3-chloro-phenyl)-1,3-dimethyl-1,6-dihydro-pyrrolo[3,4-d]pyrimidine-2,4-dione), ClC1=CC=C(O1)C=O (5-chlorofuran-2-carbaldehyde). Reagents/catalysts: C(=O)(C(F)(F)F)O (TFA). The solvent is C(C)O (ethanol), C(C)O (ethanol). Run at temperature 50 celsius. Yields the product ClC1=CC=C(O1)C1NCCN2C1=C1N(C(N(C(C1=C2C2=CC(=CC=C2)Cl)=O)C)=O)C (10-(5-Chlorofuran-2-yl)-5-(3-chlorophenyl)-1,3-dimethyl-7,8,9,10-tetrahydropyrazino[1′,2′:1,2]pyrrolo[3,4-d]pyrimidine-2,4(1H,3H)-dione). Reaction SMILES: [NH2:1][CH2:2][CH2:3][N:4]1[C:12]([C:13]2[CH:18]=[CH:17][CH:16]=[C:15]([Cl:19])[CH:14]=2)=[C:11]2[C:6]([N:7]([CH3:23])[C:8](=[O:22])[N:9]([CH3:21])[C:10]2=[O:20])=[CH:5]1.[Cl:24][C:25]1[O:29][C:28]([CH:30]=O)=[CH:27][CH:26]=1>C(O)C.C(O)(C(F)(F)F)=O>[Cl:24][C:25]1[O:29][C:28]([CH:30]2[C:5]3=[C:6]4[C:11](=[C:12]([C:13]5[CH:18]=[CH:17][CH:16]=[C:15]([Cl:19])[CH:14]=5)[N:4]3[CH2:3][CH2:2][NH:1]2)[C:10](=[O:20])[N:9]([CH3:21])[C:8](=[O:22])[N:7]4[CH3:23])=[CH:27][CH:26]=1. Procedure: 6-(2-Amino-ethyl)-5-(3-chloro-phenyl)-1,3-dimethyl-1,6-dihydro-pyrrolo[3,4-d]pyrimidine-2,4-dione (Intermediate B) (150 mg, 0.451 mmol) and 5-chlorofuran-2-carbaldehyde (commercially available, 58.8 mg, 0.451 mmol) were suspended in ethanol (1.2 ml). The mixture was heated at 50° C. under microwave irradiation for 1 hour. TFA (4 drops) was added to the reaction mixture and heating continued at 60° C. for a further 30 mins under microwave irradiation. The reaction mixture was diluted with ethanol...